From a dataset of the Open Reaction Database (ORD), a public repository of structured organic reaction records. describe an organic reaction: reactants, conditions, products, and yield Starting materials: CC(=O)O[BH-](OC(C)=O)OC(C)=O, CCS(=O)(=O)N1CCC(c2c[nH]c3c(C(N)=O)cc(-c4csc(C=O)c4)cc23)CC1, CS(C)=O, [Na+], c1ccc(C2CCCN2)cc1. Product: CCS(=O)(=O)N1CCC(c2c[nH]c3c(C(N)=O)cc(-c4csc(CN5CCCC5c5ccccc5)c4)cc23)CC1. RXN SMILES: [C:42]([O:43][BH-:44]([O:45][C:46](=[O:47])[CH3:48])[O:49][C:50](=[O:51])[CH3:52])(=[O:53])[CH3:54].[CH2:1]([CH3:2])[S:3](=[O:4])(=[O:5])[N:6]1[CH2:7][CH2:8][CH:9]([c:12]2[cH:13][nH:14][c:15]3[c:16]([C:28](=[O:29])[NH2:30])[cH:17][c:18](-[c:21]4[cH:22][s:23][c:24]([CH:26]=[O:27])[cH:25]4)[cH:19][c:20]23)[CH2:10][CH2:11]1.[CH3:56][S:57]([CH3:58])=[O:59].[Na+:55].[c:31]1([CH:37]2[NH:38][CH2:39][CH2:40][CH2:41]2)[cH:32][cH:33][cH:34][cH:35][cH:36]1>>[CH2:1]([CH3:2])[S:3](=[O:4])(=[O:5])[N:6]1[CH2:7][CH2:8][CH:9]([c:12]2[cH:13][nH:14][c:15]3[c:16]([C:28](=[O:29])[NH2:30])[cH:17][c:18](-[c:21]4[cH:22][s:23][c:24]([CH2:26][N:38]5[CH:37]([c:31]6[cH:32][cH:33][cH:34][cH:35][cH:36]6)[CH2:41][CH2:40][CH2:39]5)[cH:25]4)[cH:19][c:20]23)[CH2:10][CH2:11]1.